The task is: describe an organic reaction: reactants, conditions, products, and yield. This data is from the Open Reaction Database (ORD), a public repository of structured organic reaction records. Starting materials: CCC1(O)C(=O)OCc2c1cc1n(c2=O)Cc2c-1nc1ccccc1c2CC[Si](C)(C)CCCBr, CN(C)C=O, [Na+], O=C([O-])O, c1nc[nH]n1. As a reaction SMILES: [Br:1][CH2:2][CH2:3][CH2:4][Si:5]([CH2:6][CH2:7][c:8]1[c:9]2[c:10]([n:11][c:12]3[c:20]1[CH2:19][n:18]1[c:13]-3[cH:14][c:15]3[c:16]([c:17]1=[O:21])[CH2:22][O:23][C:24](=[O:29])[C:25]3([OH:26])[CH2:27][CH3:28])[cH:30][cH:31][cH:32][cH:33]2)([CH3:34])[CH3:35].[CH3:46][N:47]([CH3:48])[CH:49]=[O:50].[Na+:45].[O-:41][C:42]([OH:43])=[O:44].[nH:36]1[n:37][cH:38][n:39][cH:40]1>>[CH2:2]([CH2:3][CH2:4][Si:5]([CH2:6][CH2:7][c:8]1[c:9]2[c:10]([n:11][c:12]3[c:20]1[CH2:19][n:18]1[c:13]-3[cH:14][c:15]3[c:16]([c:17]1=[O:21])[CH2:22][O:23][C:24](=[O:29])[C:25]3([OH:26])[CH2:27][CH3:28])[cH:30][cH:31][cH:32][cH:33]2)([CH3:34])[CH3:35])[n:36]1[n:37][cH:38][n:39][cH:40]1. The product is CCC1(O)C(=O)OCc2c1cc1n(c2=O)Cc2c-1nc1ccccc1c2CC[Si](C)(C)CCCn1cncn1. The reactants are crude residue, CO (MeOH), BrC1=CC=C(CCNC(OC(C)(C)C)=O)C=C1 (tert-Butyl 4-bromophenethylcarbamate), C([O-])([O-])=O.[Na+].[Na+] (sodium carbonate), 2-methoxypyridine boronoic acid. The reagents and catalysts are C=1C=CC(=CC1)[P](C=2C=CC=CC2)(C=3C=CC=CC3)[Pd]([P](C=4C=CC=CC4)(C=5C=CC=CC5)C=6C=CC=CC6)([P](C=7C=CC=CC7)(C=8C=CC=CC8)C=9C=CC=CC9)[P](C=1C=CC=CC1)(C=1C=CC=CC1)C=1C=CC=CC1 (palladium tetrakis). The solvent is C(Cl)Cl (DCM). Reaction conditions: temperature 90 celsius. Yields the product O=C1C=CC(=CN1)C1=CC=C(CCNC(OC(C)(C)C)=O)C=C1 (tert-butyl 4-(6-oxo-1,6-dihydropyridin-3-yl)phenethylcarbamate). Isolated yield 117.1%. As a reaction SMILES: Br[C:2]1[CH:17]=[CH:16][C:5]([CH2:6][CH2:7][NH:8][C:9](=[O:15])[O:10][C:11]([CH3:14])([CH3:13])[CH3:12])=[CH:4][CH:3]=1.[C:18](=[O:21])([O-])[O-].[Na+].[Na+].CO>C(Cl)Cl.C1C=CC([P]([Pd]([P](C2C=CC=CC=2)(C2C=CC=CC=2)C2C=CC=CC=2)([P](C2C=CC=CC=2)(C2C=CC=CC=2)C2C=CC=CC=2)[P](C2C=CC=CC=2)(C2C=CC=CC=2)C2C=CC=CC=2)(C2C=CC=CC=2)C2C=CC=CC=2)=CC=1>[O:21]=[C:18]1[NH:8][CH:7]=[C:6]([C:2]2[CH:17]=[CH:16][C:5]([CH2:6][CH2:7][NH:8][C:9](=[O:15])[O:10][C:11]([CH3:14])([CH3:13])[CH3:12])=[CH:4][CH:3]=2)[CH:5]=[CH:4]1 |f:1.2.3,^1:32,34,53,72|. Procedure details: IMS (600 mL) and water (250 mL) were degassed thoroughly. tert-Butyl 4-bromophenethylcarbamate (32.7 g, 109 mmol), sodium carbonate (46.2 g, 436 mmol), palladium tetrakis (12.6 g, 11.0 mmol) and 2-methoxypyridine boronoic acid (25.0 g, 163 mmol) were added and the reaction mixture heated to 90° C. for 18 hours. The reaction was cooled to room temperature, filtered and the residue washed with IMS (100 mL) and ethyl acetate (1 L). The filtrate was washed with water (500 mL), dried (MgSO4) and conc...